Task: describe an organic reaction: reactants, conditions, products, and yield. Dataset: the Open Reaction Database (ORD), a public repository of structured organic reaction records Solvent: CO (methanol). Reagents/catalysts: [Pd] (Pd/C). Product: NC=1C=C2C(C(NC2=CC1NC(=O)C1=CC=NC=C1)=O)(C)C(=O)OCC (5-Amino-3-ethoxycarbonyl-3-methyl-6-(4-pyridinoylamino)-indolin-2-one). Reactants: C(C)OC(=O)C1(C(NC2=CC(=C(C=C12)[N+](=O)[O-])NC(=O)C1=CC=NC=C1)=O)C (3-ethoxycarbonyl-3-methyl-5-nitro-6-(4-pyridinoylamino)-indolin-2-one). RXN SMILES: [CH2:1]([O:3][C:4]([C:6]1([CH3:28])[C:14]2[C:9](=[CH:10][C:11]([NH:18][C:19]([C:21]3[CH:26]=[CH:25][N:24]=[CH:23][CH:22]=3)=[O:20])=[C:12]([N+:15]([O-])=O)[CH:13]=2)[NH:8][C:7]1=[O:27])=[O:5])[CH3:2]>[Pd].CO>[NH2:15][C:12]1[CH:13]=[C:14]2[C:9](=[CH:10][C:11]=1[NH:18][C:19]([C:21]1[CH:26]=[CH:25][N:24]=[CH:23][CH:22]=1)=[O:20])[NH:8][C:7](=[O:27])[C:6]2([C:4]([O:3][CH2:1][CH3:2])=[O:5])[CH3:28]. Procedure: A solution of 12.4 g. (32.2 mmol) 3-ethoxycarbonyl-3-methyl-5-nitro-6-(4-pyridinoylamino)-indolin-2-one in 500 ml. methanol is hydrogenated at ambient temperature in the presence of 1 g. 10% Pd/C. The catalyst is filtered off with suction, the filtrate is evaporated and the substance obtained is immediately further worked up. Starting materials: O=c1oc2ccccc2cc1CCBr, O=C([O-])O, Cc1ccc(Cn2c(NC3CCNC3)nc3cccnc32)o1, CCO, [I-], [K+], [Na+]. Yields the product Cc1ccc(Cn2c(NC3CCN(CCc4cc5ccccc5oc4=O)C3)nc3cccnc32)o1. As a reaction SMILES: [Br:1][CH2:2][CH2:3][c:4]1[c:5](=[O:14])[o:6][c:7]2[c:8]([cH:9]1)[cH:10][cH:11][cH:12][cH:13]2.[C:37](=[O:38])([O-:39])[OH:40].[CH3:15][c:16]1[cH:17][cH:18][c:19]([CH2:21][n:22]2[c:23]([NH:31][CH:32]3[CH2:33][NH:34][CH2:35][CH2:36]3)[n:24][c:25]3[c:26]2[n:27][cH:28][cH:29][cH:30]3)[o:20]1.[CH3:44][CH2:45][OH:46].[I-:43].[K+:42].[Na+:41]>>[CH2:2]([CH2:3][c:4]1[c:5](=[O:14])[o:6][c:7]2[c:8]([cH:9]1)[cH:10][cH:11][cH:12][cH:13]2)[N:34]1[CH2:33][CH:32]([NH:31][c:23]2[n:22]([CH2:21][c:19]3[cH:18][cH:17][c:16]([CH3:15])[o:20]3)[c:26]3[c:25]([n:24]2)[cH:30][cH:29][cH:28][n:27]3)[CH2:36][CH2:35]1.